From a dataset of the Open Reaction Database (ORD), a public repository of structured organic reaction records. describe an organic reaction: reactants, conditions, products, and yield Starting materials: C(C1=CC=CC=C1)OC1=C2C=C(N(C2=CC=C1)C)C(=O)O (4-benzyloxy-1-methyl-1H-indole-2-carboxylic acid), ClC1=CC=C(CN)C=C1 (4-chlorobenzylamine). The product is ClC1=CC=C(CNC(=O)C=2N(C3=CC=CC(=C3C2)O)C)C=C1 (N-(4-Chlorobenzyl) 4-hydroxy-1-methyl-1H-indole-2-carboxamide). Reaction SMILES: C([O:8][C:9]1[CH:17]=[CH:16][CH:15]=[C:14]2[C:10]=1[CH:11]=[C:12]([C:19]([OH:21])=O)[N:13]2[CH3:18])C1C=CC=CC=1.[Cl:22][C:23]1[CH:30]=[CH:29][C:26]([CH2:27][NH2:28])=[CH:25][CH:24]=1>>[Cl:22][C:23]1[CH:30]=[CH:29][C:26]([CH2:27][NH:28][C:19]([C:12]2[N:13]([CH3:18])[C:14]3[C:10]([CH:11]=2)=[C:9]([OH:8])[CH:17]=[CH:16][CH:15]=3)=[O:21])=[CH:25][CH:24]=1. Procedure details: From 4-benzyloxy-1-methyl-1H-indole-2-carboxylic acid and 4-chlorobenzylamine the title compound was prepared by a method analogous to that described in Example 11. MS ES (M++H)=315 and 317.